The task is: describe an organic reaction: reactants, conditions, products, and yield. This data is from the Open Reaction Database (ORD), a public repository of structured organic reaction records. Yields the product COCCCN1CC(O)c2cc(Cl)sc2S1(=O)=O. Reactants: COCCCN1CC(=O)c2cc(Cl)sc2S1(=O)=O, c1ccc(B2OC(c3ccccc3)(c3ccccc3)C3CCCN23)cc1. As a reaction SMILES: [Cl:1][c:2]1[cH:3][c:4]2[c:9]([s:10]1)[S:8](=[O:11])(=[O:12])[N:7]([CH2:13][CH2:14][CH2:15][O:16][CH3:17])[CH2:6][C:5]2=[O:18].[c:19]1([B:20]2[N:21]3[CH2:22][CH2:23][CH2:24][CH:25]3[C:26]([c:27]3[cH:28][cH:29][cH:30][cH:31][cH:32]3)([c:33]3[cH:34][cH:35][cH:36][cH:37][cH:38]3)[O:39]2)[cH:40][cH:41][cH:42][cH:43][cH:44]1>>[Cl:1][c:2]1[cH:3][c:4]2[c:9]([s:10]1)[S:8](=[O:11])(=[O:12])[N:7]([CH2:13][CH2:14][CH2:15][O:16][CH3:17])[CH2:6][CH:5]2[OH:18]. The reactants are [H-].[Na+] (NaH), C(=O)(OC(C)(C)C)N1CCC(CC1)O (N-boc-4-hydroxy piperidine), BrC1=C(C=CC=C1)F (1-bromo-2-fluoro benzene). Solvent: CN(C)C=O (DMF), CN(C)C=O (DMF), CCOC(=O)C (EtOAc). Run at time 2 hour. The product is C(=O)(OC(C)(C)C)N1CCC(CC1)OC1=C(C=CC=C1)Br (N-boc-4(2-bromo-phenoxy)-piperidine). Yield: 80.4%. Reaction SMILES: [H-].[Na+].[C:3]([N:10]1[CH2:15][CH2:14][CH:13]([OH:16])[CH2:12][CH2:11]1)([O:5][C:6]([CH3:9])([CH3:8])[CH3:7])=[O:4].[Br:17][C:18]1[CH:23]=[CH:22][CH:21]=[CH:20][C:19]=1F>CN(C=O)C.CCOC(C)=O>[C:3]([N:10]1[CH2:15][CH2:14][CH:13]([O:16][C:19]2[CH:20]=[CH:21][CH:22]=[CH:23][C:18]=2[Br:17])[CH2:12][CH2:11]1)([O:5][C:6]([CH3:9])([CH3:8])[CH3:7])=[O:4] |f:0.1|. Procedure details: To a slurry of NaH (60% dispersion in oil, 5.9 g, 148.5 mmol, 3.0 eq.) in DMP (40 mL) at 65° C. under N2 was added a solution of N-boc-4-hydroxy piperidine (10 g, 49.5 mmol, 1.0 eq.) in DMF (50 mL). After stirring for about 2 hours, a solution of 1-bromo-2-fluoro benzene (11.0 mL, 99.0 mmol, 2.0 eq.) in DMF (10 mL) was added dropwise. The resulting mixture was stirred at 65° C. overnight. The mixture was diluted with EtOAc (250 mL) and washed with water (100 mL) and brine (100 mL). The aqueous l... Starting materials: CO (methanol), Cl (hydrogen chloride), CO (methanol), [Cl-].OC=1C(=CC(=C2CC(C(C12)O)=N)C)CNC(=O)C[N+]1=CC=CC=C1 ((2,3-dihydro-7-hydroxy-1-hydroxy-imino-4-methyl-1H-indene-6-yl)methylaminocarbonylmethylpyridinium chloride), C(C)(=O)O (acetic acid), [H][H] (hydrogen). The reagents and catalysts are [Pt]=O (platinum oxide). Solvent: C(C)O.C(C)OCC (ethanol diethyl ether). Product: Cl.Cl.NC1CCC2=C(C=C(C(=C12)O)CNC(CN1CCCCC1)=O)C (1-amino-2,3-dihydro-7-hydroxy-4-methyl-6-piperidinylacetylaminomethyl-1H-indene dihydrochloride). As a reaction SMILES: [Cl-:1].OC1[C:4]([CH2:15][NH:16][C:17]([CH2:19][N+:20]2[CH:25]=[CH:24][CH:23]=[CH:22][CH:21]=2)=[O:18])=[CH:5][C:6]([CH3:14])=[C:7]2[C:11]=1[CH:10](O)[C:9](=[NH:13])[CH2:8]2.C(O)(=O)C.[H][H].Cl.[CH3:33][OH:34]>[Pt]=O.C(O)C.C(OCC)C>[ClH:1].[ClH:1].[NH2:13][CH:9]1[C:8]2[C:7](=[C:6]([CH3:14])[CH:5]=[C:4]([CH2:15][NH:16][C:17](=[O:18])[CH2:19][N:20]3[CH2:21][CH2:22][CH2:23][CH2:24][CH2:25]3)[C:33]=2[OH:34])[CH2:11][CH2:10]1 |f:0.1,7.8,9.10.11|. Reported procedure: 10 Grams of (2,3-dihydro-7-hydroxy-1-hydroxy-imino-4-methyl-1H-indene-6-yl)methylaminocarbonylmethylpyridinium chloride, 200 ml of acetic acid and 1.0 g of platinum oxide were subjected to catalytic hydrogenation under 3 atmospheric hydrogen gas pressure at room temperature for 8 hours. After the hydrogenation was completed, the catalyst was removed by filtration, and the filtrate was concentrated to dryness under a reduced pressure. The residue thus obtained was dissolved in 100 ml of methanol ... Reaction SMILES: [F:1][C:2]([F:22])([F:21])[O:3][C:4]1[CH:9]=[CH:8][C:7]([CH:10]([C:16]([O:18]CC)=[O:17])[C:11]([O:13]CC)=[O:12])=[CH:6][CH:5]=1.[OH-].[Na+].Cl>>[F:1][C:2]([F:21])([F:22])[O:3][C:4]1[CH:9]=[CH:8][C:7]([CH:10]([C:16]([OH:18])=[O:17])[C:11]([OH:13])=[O:12])=[CH:6][CH:5]=1 |f:1.2|. The product is FC(OC1=CC=C(C=C1)C(C(=O)O)C(=O)O)(F)F (2-(4-(Trifluoromethoxy)phenyl)malonic acid). Procedure details: A mixture of diethyl 2-(4-(trifluoromethoxy)phenyl)malonate (5.6 g, 17.486 mmol, Intermediate 58, step a) and an aqueous 3 M NaOH solution were stirred in a 100° C. oil bath for 1 hour, cooled to RT, poured into ice water and acidified with 6N HCl. The aqueous mixture was extracted with EtOAc. The EtOAc extract was dried over Na2SO4, filtered, and evaporated in vacuo to provide the title compound. Reactants: FC(OC1=CC=C(C=C1)C(C(=O)OCC)C(=O)OCC)(F)F (diethyl 2-(4-(trifluoromethoxy)phenyl)malonate), Intermediate 58, [OH-].[Na+] (NaOH), ice water, Cl (HCl). Conditions: temperature 100 celsius, time 1 hour. The reactants are ClC1=CC=C(C=2SC3=CC=CC=C3C(C12)=O)OCCC (1-Chloro-4-propoxy-9H-thioxanthen-9-one), [BH4-].[Na+] (sodium borohydride). Solvent: CO (methanol). Yields the product ClC1=CC=C(C=2SC3=CC=CC=C3C(C12)O)OCCC (1-Chloro-9-hydroxy-4-propoxythioxanthene). As a reaction SMILES: [Cl:1][C:2]1[C:15]2[C:14](=[O:16])[C:13]3[C:8](=[CH:9][CH:10]=[CH:11][CH:12]=3)[S:7][C:6]=2[C:5]([O:17][CH2:18][CH2:19][CH3:20])=[CH:4][CH:3]=1.[BH4-].[Na+]>CO>[Cl:1][C:2]1[C:15]2[CH:14]([OH:16])[C:13]3[C:8](=[CH:9][CH:10]=[CH:11][CH:12]=3)[S:7][C:6]=2[C:5]([O:17][CH2:18][CH2:19][CH3:20])=[CH:4][CH:3]=1 |f:1.2|. Reported procedure: 1-Chloro-4-propoxy-9H-thioxanthen-9-one (20 g, 65.6 mmol) was reduced with sodium borohydride (6.5 g, 0.17 mol) in methanol (320 ml) and worked up following the procedure described in Example 22(i) to give the title compound as a white solid. Reactants: C1(=CC=CC=C1)[C@@H](N)CO ((R)-2-phenylglycinol), C(C(=O)C)(=O)OCC (ethyl pyruvate). The solvent is C(C(F)(F)F)O (trifluoroethanol). Product: CC=1C(OC[C@H](N1)C1=CC=CC=C1)=O ((5R)-3-Methyl-5-phenyl-5,6-dihydro-2H-1,4-oxazin-2-one). Yield: 41.0%. RXN SMILES: [C:1]1([C@H:7]([CH2:9][OH:10])[NH2:8])[CH:6]=[CH:5][CH:4]=[CH:3][CH:2]=1.[C:11](OCC)(=[O:15])[C:12]([CH3:14])=O>C(O)C(F)(F)F>[CH3:14][C:12]1[C:11](=[O:15])[O:10][CH2:9][C@@H:7]([C:1]2[CH:6]=[CH:5][CH:4]=[CH:3][CH:2]=2)[N:8]=1. Procedure details: (R)-2-phenylglycinol (3.00 g, 21.9 mmol, 1.0 equiv.) and ethyl pyruvate (2.67 mL, 24.1 mmol, 1.1 equiv.) were refluxed in trifluoroethanol (50 mL) over activated 4 molecular sieves (8.00 g) for 24 hours. Filtration through a short pad of CELITE® diatomaceous earth and removal of solvent from the filtrate in vacuo generated the crude product which was purified by flash column chromatography on silica, eluting with petrol and diethyl ether (7:3) to furnish the title compound as a white solid (1.70... The reactants are C(C=C)N1CCC(=CC2=C1C=CC(=C2)C2=CC=C(C=C2)OCCOCCC)C(=O)OC (methyl 1-allyl-7-(4-propoxyethoxyphenyl)-2,3-dihydro-1-benzazepine-4-carboxylate), [OH-].[Na+] (sodium hydroxide), O (water), Cl (hydrochloric acid). Run in O1CCCC1 (tetrahydrofuran), CO (methanol). Reaction conditions: time 8 hour. Product: C(C=C)N1CCC(=CC2=C1C=CC(=C2)C2=CC=C(C=C2)OCCOCCC)C(=O)O (1-allyl-7-(4-propoxyethoxyphenyl)-2,3-dihydro-1-benzazepine-4-carboxylic acid). The yield is 78.6%. RXN SMILES: [CH2:1]([N:4]1[C:10]2[CH:11]=[CH:12][C:13]([C:15]3[CH:20]=[CH:19][C:18]([O:21][CH2:22][CH2:23][O:24][CH2:25][CH2:26][CH3:27])=[CH:17][CH:16]=3)=[CH:14][C:9]=2[CH:8]=[C:7]([C:28]([O:30]C)=[O:29])[CH2:6][CH2:5]1)[CH:2]=[CH2:3].[OH-].[Na+].O.Cl>O1CCCC1.CO>[CH2:1]([N:4]1[C:10]2[CH:11]=[CH:12][C:13]([C:15]3[CH:16]=[CH:17][C:18]([O:21][CH2:22][CH2:23][O:24][CH2:25][CH2:26][CH3:27])=[CH:19][CH:20]=3)=[CH:14][C:9]=2[CH:8]=[C:7]([C:28]([OH:30])=[O:29])[CH2:6][CH2:5]1)[CH:2]=[CH2:3] |f:1.2|. Procedure: To a solution of methyl 1-allyl-7-(4-propoxyethoxyphenyl)-2,3-dihydro-1-benzazepine-4-carboxylate (262 mg) in a mixture of tetrahydrofuran (19 ml) and methanol (19 ml) was added 1N sodium hydroxide solution (6.3 ml), and the mixture was stirred at room temperature overnight. Then, water and 1N hydrochloric acid were added to make acidic (pH=4) at 0° C., and the mixture was extracted with ethyl acetate. The organic layer was washed with water and saturated brine and dried with magnesium sulfate. ...